From a dataset of the Open Reaction Database (ORD), a public repository of structured organic reaction records. describe an organic reaction: reactants, conditions, products, and yield Reaction SMILES: [CH2:21]([CH:22]=[CH2:23])[Br:24].[H-:20].[Na+:19].[O:25]=[CH:26][N:27]([CH3:28])[CH3:29].[c:1]1([CH:7]([CH:8]([CH2:9][CH:10]=[CH2:11])[OH:12])[c:13]2[cH:14][cH:15][cH:16][cH:17][cH:18]2)[cH:2][cH:3][cH:4][cH:5][cH:6]1>>[c:1]1([CH:7]([CH:8]([CH2:9][CH:10]=[CH2:11])[O:12][CH2:23][CH:22]=[CH2:21])[c:13]2[cH:14][cH:15][cH:16][cH:17][cH:18]2)[cH:2][cH:3][cH:4][cH:5][cH:6]1. Yields the product C=CCOC(CC=C)C(c1ccccc1)c1ccccc1. The reactants are C=CCBr, [H-], [Na+], CN(C)C=O, C=CCC(O)C(c1ccccc1)c1ccccc1. The reactants are ( b ), ClC1=C(C(=CC=C1OCCC)[N+](=O)[O-])C (2-chloro-3-n-propyloxy-6-nitrotoluene), C(C)OC(N(C)C)OCC (dimethylformamide diethyl acetal), N1CCCC1 (pyrrolidine), O.NN (hydrazine hydrate). The reagents and catalysts are [Ni] (Raney nickel). The solvent is C1CCOC1 (THF), CN(C)C=O (DMF), CO (methanol). The product is ClC1=C2C=CNC2=CC=C1OCCC (4- chloro-5-n-propyloxyindole). Yield: 17.7%. As a reaction SMILES: [Cl:1][C:2]1[C:7]([O:8][CH2:9][CH2:10][CH3:11])=[CH:6][CH:5]=[C:4]([N+:12]([O-])=O)[C:3]=1[CH3:15].[CH2:16](OC(OCC)N(C)C)C.N1CCCC1.O.NN>CN(C=O)C.[Ni].C1COCC1.CO>[Cl:1][C:2]1[C:7]([O:8][CH2:9][CH2:10][CH3:11])=[CH:6][CH:5]=[C:4]2[C:3]=1[CH:15]=[CH:16][NH:12]2 |f:3.4|. Procedure details: Reaction of 2-chloro-3-n-propyloxy-6-nitrotoluene (8.50 g, 37.0 mmol) with dimethylformamide diethyl acetal (6.43 g, 43.7 mmol) and pyrrolidine (3.11 g, 43.7 mmol) in DMF and subsequent workup, as described in 1 (b), followed by treatment with hydrazine hydrate (2×2.7 ml) and Raney nickel (3.9 ml) in THF (70 ml) and methanol (70 ml), gave 4- chloro-5-n-propyloxyindole as an oil (1.37 g). The reactants are C1COCCO1, CC(O)(CCC(=O)OC(C)(C)C)Cn1cc([N+](=O)[O-])nc1Cl, [H-], [Na+]. The product is CC(C)(C)OC(=O)CCC1(C)Cn2cc([N+](=O)[O-])nc2O1. As a reaction SMILES: [CH2:25]1[O:26][CH2:27][CH2:28][O:29][CH2:30]1.[Cl:3][c:4]1[n:5]([CH2:12][C:13]([CH2:14][CH2:15][C:16](=[O:17])[O:18][C:19]([CH3:20])([CH3:21])[CH3:22])([CH3:23])[OH:24])[cH:6][c:7]([N+:9](=[O:10])[O-:11])[n:8]1.[H-:1].[Na+:2]>>[c:4]12[n:5]([cH:6][c:7]([N+:9](=[O:10])[O-:11])[n:8]1)[CH2:12][C:13]([CH2:14][CH2:15][C:16](=[O:17])[O:18][C:19]([CH3:20])([CH3:21])[CH3:22])([CH3:23])[O:24]2. Reported procedure: A stirred solution of tert-butyl 4-(6-bromo-4-(((4,6-dimethyl-2-oxo-1,2-dihydropyridin-3-yl)methyl)carbamoyl)-1H-indazol-1-yl)piperidine-1-carboxylate (1 mmol) in DCM (5 mL) was cooled to 0° C. and TFA (2 mL) was added to it. The reaction mixture was stirred at room temperature for 1 h. On completion, the reaction was concentrated to dryness and the residue basified with aqueous sodium bicarbonate till pH 8 and aqueous layer extracted with 20% MeOH/DCM. The combined organic layers were dried ove... Run in C(Cl)Cl (DCM). Starting materials: BrC1=CC(=C2C=NN(C2=C1)C1CCN(CC1)C(=O)OC(C)(C)C)C(NCC=1C(NC(=CC1C)C)=O)=O (tert-butyl 4-(6-bromo-4-(((4,6-dimethyl-2-oxo-1,2-dihydropyridin-3-yl)methyl)carbamoyl)-1H-indazol-1-yl)piperidine-1-carboxylate), C(=O)(C(F)(F)F)O (TFA). As a reaction SMILES: [Br:1][C:2]1[CH:10]=[C:9]2[C:5]([CH:6]=[N:7][N:8]2[CH:11]2[CH2:16][CH2:15][N:14](C(OC(C)(C)C)=O)[CH2:13][CH2:12]2)=[C:4]([C:24](=[O:36])[NH:25][CH2:26][C:27]2[C:28](=[O:35])[NH:29][C:30]([CH3:34])=[CH:31][C:32]=2[CH3:33])[CH:3]=1.C(O)(C(F)(F)F)=O>C(Cl)Cl>[Br:1][C:2]1[CH:3]=[C:4]([C:24]([NH:25][CH2:26][C:27]2[C:28](=[O:35])[NH:29][C:30]([CH3:34])=[CH:31][C:32]=2[CH3:33])=[O:36])[C:5]2[CH:6]=[N:7][N:8]([CH:11]3[CH2:16][CH2:15][NH:14][CH2:13][CH2:12]3)[C:9]=2[CH:10]=1. The product is BrC=1C=C(C=2C=NN(C2C1)C1CCNCC1)C(=O)NCC=1C(NC(=CC1C)C)=O (6-bromo-N-((4,6-dimethyl-2-oxo-1,2-dihydropyridin-3-yl)methyl)-1-(piperidin-4-yl)-1H-indazole-4-carboxamide). Run at time 1 hour. The reactants are FC1=CC=C(C=C1)C=1C=C(C=CC(=O)NC2=CC=C(CN3CCCCC3)C=C2)C=CC1 (1-(4-(3-(4-fluoro-phenyl)cinnamoylamino)benzyl)piperidine), CI (methyl iodide). Run in CN(C=O)C (dimethylformamide). The product is [I-].C[N+]1(CCCCC1)CC1=CC=C(C=C1)NC(C=CC1=CC(=CC=C1)C1=CC=C(C=C1)F)=O (1-methyl-1-(4-(3-(4-fluorophenyl)cinnamoylamino)-benzyl)piperidinium iodide). Reaction SMILES: [F:1][C:2]1[CH:7]=[CH:6][C:5]([C:8]2[CH:9]=[C:10]([CH:29]=[CH:30][CH:31]=2)[CH:11]=[CH:12][C:13]([NH:15][C:16]2[CH:28]=[CH:27][C:19]([CH2:20][N:21]3[CH2:26][CH2:25][CH2:24][CH2:23][CH2:22]3)=[CH:18][CH:17]=2)=[O:14])=[CH:4][CH:3]=1.[CH3:32][I:33]>CN(C)C=O>[I-:33].[CH3:32][N+:21]1([CH2:20][C:19]2[CH:27]=[CH:28][C:16]([NH:15][C:13](=[O:14])[CH:12]=[CH:11][C:10]3[CH:29]=[CH:30][CH:31]=[C:8]([C:5]4[CH:6]=[CH:7][C:2]([F:1])=[CH:3][CH:4]=4)[CH:9]=3)=[CH:17][CH:18]=2)[CH2:26][CH2:25][CH2:24][CH2:23][CH2:22]1 |f:3.4|. Reported procedure: A solution of Compound 83 (0.25g) and methyl iodide (0.2ml) in dimethylformamide (5ml) was stirred at room temperature over night. The solvent was evaporated, and to the residue was added ethyl acetate. Precipitated crude crystal was filtered, which were recrystallized from ethanol to give 1-methyl-1-(4-(3-(4-fluorophenyl)cinnamoylamino)-benzyl)piperidinium iodide (Compound 87) (0.27g) as pale brown crystals. Starting materials: C1(=CC=CC=C1)[Li] (phenyllithium), C(C)(C)(C)CCCCCCCCCCC(C(=O)O)O[SiH](C)C (12-tertbutyldimethylsiloxydodecanoic acid), Cl (HCl), CO (CH3OH). Solvent: C1CCOC1 (THF), O (H2O). Run at time 5 hour. Product: C1(=CC=CC=C1)CC(CCCCCCCCCCO)=O (1-phenyl-12-hydroxydodecanone). Yield: 68.0%. As a reaction SMILES: [C:1]1([Li])[CH:6]=[CH:5][CH:4]=[CH:3][CH:2]=1.C([CH2:12][CH2:13][CH2:14][CH2:15][CH2:16][CH2:17][CH2:18][CH2:19][CH2:20][CH2:21][CH:22]([O:26][SiH](C)C)[C:23](O)=O)(C)(C)C.Cl.C[OH:32]>C1COCC1.O>[C:1]1([CH2:23][C:22](=[O:26])[CH2:21][CH2:20][CH2:19][CH2:18][CH2:17][CH2:16][CH2:15][CH2:14][CH2:13][CH2:12][OH:32])[CH:6]=[CH:5][CH:4]=[CH:3][CH:2]=1. Procedure: A phenyllithium solution (10 ml, 27 mmol) was added dropwise over 30 min. to a rapidly stirred solution of 12-tertbutyldimethylsiloxydodecanoic acid (3.16 g, 9.6 mmol) in THF (60 ml) at 0° C. with the formation of a white precipitate. The reaction mixture was then warmed to 23° (precipitate dissolved) and stirred for 5 hours. The reaction mixture was added dropwise in three aliquots to three (0° C.) hydrolyzing solutions prepared from 20 ml 1M HCl, 4 ml CH3OH, and 16 ml H2O. The product was extr...